This data is from the Open Reaction Database (ORD), a public repository of structured organic reaction records. The task is: describe an organic reaction: reactants, conditions, products, and yield Starting materials: O=C1NC2=C(C=CC=C2C1)S(=O)C1=C(C=CC=C1)Cl (2-oxo-7-(2-chlorophenylsulfinyl)indoline), O1CCOCC1 (dioxane), [OH-].[Na+] (sodium hydroxide). Run in O (water). The product is NC1=C(C=CC=C1S(=O)C1=C(C=CC=C1)Cl)CC(=O)[O-].[Na+] (sodium 2-[2-amino-3-(2-chlorophenylsulfinyl)phenyl]acetate). Reaction SMILES: [O:1]=[C:2]1[CH2:10][C:9]2[C:4](=[C:5]([S:11]([C:13]3[CH:18]=[CH:17][CH:16]=[CH:15][C:14]=3[Cl:19])=[O:12])[CH:6]=[CH:7][CH:8]=2)[NH:3]1.[O:20]1CCOCC1.[OH-].[Na+:27]>O>[NH2:3][C:4]1[C:5]([S:11]([C:13]2[CH:18]=[CH:17][CH:16]=[CH:15][C:14]=2[Cl:19])=[O:12])=[CH:6][CH:7]=[CH:8][C:9]=1[CH2:10][C:2]([O-:20])=[O:1].[Na+:27] |f:2.3,5.6|. Reported procedure: A mixture of 2-oxo-7-(2-chlorophenylsulfinyl)indoline (5.0 g.), dioxane (30 ml.), sodium hydroxide (2.5 g.) and water (30 ml.) was refluxed for 8 hours with stirring. The reaction mixture was evaporated under reduced pressure, and the residue was dissolved in water under heating and filtered. The filtrate was adjusted to about pH 4 with 5% sulfuric acid and extracted with diethyl ether. The extract was washed with a saturated aqueous solution of sodium chloride, dried over magnesium sulfate and ... Reactants: FC(CN(C(OCC)=O)CC=O)=C (ethyl N-(2-fluoroallyl)-N -(2-oxoethyl)-carbamate), C(C1=CC=CC=C1)NCC(=O)O (N-benzylglycine), C(=O)=O (CO2). The solvent is C1(=CC=CC=C1)C (toluene). Product: C(C1=CC=CC=C1)N1C2CN(CC2(CC1)F)C(=O)OCC (Ethyl 2-benzyl-5-fluoro-2,7-diazabicyclo[3.3.0]-octane-7-carboxylate). As a reaction SMILES: [F:1][C:2](=[CH2:13])[CH2:3][N:4]([CH2:10][CH:11]=O)[C:5](=[O:9])[O:6][CH2:7][CH3:8].[CH2:14]([NH:21][CH2:22]C(O)=O)[C:15]1[CH:20]=[CH:19][CH:18]=[CH:17][CH:16]=1.C(=O)=O>C1(C)C=CC=CC=1>[CH2:14]([N:21]1[CH2:22][CH2:13][C:2]2([F:1])[CH:11]1[CH2:10][N:4]([C:5]([O:6][CH2:7][CH3:8])=[O:9])[CH2:3]2)[C:15]1[CH:20]=[CH:19][CH:18]=[CH:17][CH:16]=1. Procedure details: 20.8 g (0.11 mol) of ethyl N-(2-fluoroallyl)-N -(2-oxoethyl)-carbamate are heated under reflux with 19 g (0.115 mol) of N-benzylglycine in 300 ml of toluene until evolution of CO2 is complete. The mixture is concentrated and the residue is distilled. Reactants: CO, Cl, [K+], [K+], O=[Mn](=O)(=O)[O-], [OH-], O=C(O)c1ccccc1-c1cc(-c2ccccc2)n[nH]1, c1ccncc1. Yields the product Cl, COC(=O)c1ccccc1-c1cc(-c2ccccc2)n[nH]1. As a reaction SMILES: [CH3:30][OH:31].[ClH:29].[K+:26].[K+:28].[Mn:21]([O-:22])(=[O:23])(=[O:24])=[O:25].[OH-:27].[c:1]1(-[c:7]2[n:8][nH:9][c:10](-[c:12]3[c:13]([C:18](=[O:19])[OH:20])[cH:14][cH:15][cH:16][cH:17]3)[cH:11]2)[cH:2][cH:3][cH:4][cH:5][cH:6]1.[cH:32]1[cH:33][cH:34][n:35][cH:36][cH:37]1>>[ClH:29].[c:1]1(-[c:7]2[n:8][nH:9][c:10](-[c:12]3[c:13]([C:18](=[O:19])[O:20][CH3:30])[cH:14][cH:15][cH:16][cH:17]3)[cH:11]2)[cH:2][cH:3][cH:4][cH:5][cH:6]1. Reactants: [H-].[H-].[H-].[H-].[Li+].[Al+3] (LAH), C1CCOC1 (THF), [OH-].[K+] (KOH), C1COC(CCC(C2=CC=CC=C2)=O)(OC)O1 (methyl 3-benzoylpropionate ethylene ketal), C1CCOC1 (THF), O (water), O (Water). Run at time 19 hour. Yields the product C1COC(CCCO)(C2=CC=CC=C2)O1 (4-hydroxybutyrophenone ethylene ketal). The yield is 93.0%. As a reaction SMILES: C1[O:17][C:4](OC)([CH2:5][CH2:6][C:7](=[O:14])[C:8]2[CH:13]=[CH:12][CH:11]=[CH:10][CH:9]=2)OC1.[H-].[H-].[H-].[H-].[Li+].[Al+3].O.[OH-].[K+].C1C[O:30][CH2:29][CH2:28]1>>[CH2:28]1[O:14][C:7]([C:8]2[CH:9]=[CH:10][CH:11]=[CH:12][CH:13]=2)([CH2:6][CH2:5][CH2:4][OH:17])[O:30][CH2:29]1 |f:1.2.3.4.5.6,8.9|. Reported procedure: A solution of methyl 3-benzoylpropionate ethylene ketal (7.9661 g, 33.7 mmol), prepared in the previous step in 150 ml of anhydrous THF was added under nitrogen dropwise over 1 hour to a suspension of LAH (1.6656 g, 43.9 mmol) in 75 ml of anhydrous THF. After the addition the mixture was stirred at room temperature for 19 hours. Water (1.7 ml) was then added dropwise followed by the addition of 1.7 ml of 15% KOH and then 5.1 ml of water. The resulting mixture was stirred for 15 minutes and then ... Reactants: C(C)C1C(NC2=CC=CC=C2C1)(C)C ((R/S)-3-ethyl-1,2,3,4-tetrahydro-2,2-dimethylquinoline), ICCC (iodopropane). Yields the product CC1(NC2=CC=CC=C2C(C1)CCC)C ((R/S)-1,2,3,4-Tetrahydro-2,2-dimethyl-4-propylquinoline). Reaction SMILES: C([CH:3]1[CH2:12][C:11]2[C:6](=[CH:7][CH:8]=[CH:9][CH:10]=2)[NH:5][C:4]1([CH3:14])[CH3:13])C.I[CH2:16][CH2:17][CH3:18]>>[CH3:14][C:4]1([CH3:13])[CH2:3][CH:12]([CH2:16][CH2:17][CH3:18])[C:11]2[C:6](=[CH:7][CH:8]=[CH:9][CH:10]=2)[NH:5]1. Procedure details: This compound was prepared in a manner similar to that described for (R/S)-3-ethyl-1,2,3,4-tetrahydro-2,2-dimethylquinoline (EXAMPLE 348) but using iodopropane in place of iodoethane. (R/S)-1,2,3,4-Tetrahydro-2,2-dimethyl-4-propylquinoline was obtained in 16% overall yield as a colorless oil. Data for (R/S)-1,2,3,4-tetrahydro-2,2-dimethyl-4-propylquinoline: 1H NMR (400 MHz, CDCl3) 6.98 (d, J=7.4, 1H), 6.96 (t, J=7.4, 1H), 6.61 (t, J=7.4, 1H), 6.45 (d, J=7.4, 1H), 3.60 (br s, 1H), 2.87 (dd, J=16.... Starting materials: CO (MeOH), N([C@@H](CC1=CC=CN=C1)C(=O)OC)C(=O)OCC1=CC=CC=C1 (Z-Pal-OMe), [OH-].[Na+] (NaOH), [OH-].[Na+] (NaOH). Run in C(C)#N (acetonitrile). Conditions: time 3 hour. The product is N([C@@H](CC1=CC=CN=C1)C(=O)O)C(=O)OCC1=CC=CC=C1 (Z-Pal-OH). RXN SMILES: [NH:1]([C:14]([O:16][CH2:17][C:18]1[CH:23]=[CH:22][CH:21]=[CH:20][CH:19]=1)=[O:15])[C@H:2]([C:10]([O:12]C)=[O:11])[CH2:3][C:4]1[CH:9]=[N:8][CH:7]=[CH:6][CH:5]=1.[OH-].[Na+].CO>C(#N)C>[NH:1]([C:14]([O:16][CH2:17][C:18]1[CH:23]=[CH:22][CH:21]=[CH:20][CH:19]=1)=[O:15])[C@H:2]([C:10]([OH:12])=[O:11])[CH2:3][C:4]1[CH:9]=[N:8][CH:7]=[CH:6][CH:5]=1 |f:1.2|. Procedure details: 5.5 g of Z-Pal-OMe (18.2 mMol) are dissolved in 100 ml of acetonitrile, mixed with 20 ml of 1N NaOH and stirred for 3 hours at ambient temperature. The mixture is neutralised by adding 20 ml of 1N NaOH, the solvent is largely removed on the rotary evaporator and the solid residue is mixed with ice cold water. After suction filtering the mixture is washed with a little water and the residue is dried in the desiccator whereby Z-Pal-OH is obtained in the form of white crystals. M.p.: 82° C.; [α]D20... Starting materials: C([O-])([O-])=O.[K+].[K+] (potassium carbonate), C=1C=CC2=C(C1)NC(=O)O2 (benzoxazolinone), ClCCOC1=CC=C(C=O)C=C1 (4-(2-Chloroethoxy)benzaldehyde). The solvent is CN(C=O)C (dimethylformamide). Yields the product O=C1OC2=C(N1CCOC1=CC=C(C=O)C=C1)C=CC=C2 (4-[2-(2-Oxo-1,3-benzoxazol-3(2H)-yl)ethoxy]benzaldehyde). RXN SMILES: [CH:1]1[CH:2]=[CH:3][C:4]2[O:10][C:8](=[O:9])[NH:7][C:5]=2[CH:6]=1.C(=O)([O-])[O-].[K+].[K+].Cl[CH2:18][CH2:19][O:20][C:21]1[CH:28]=[CH:27][C:24]([CH:25]=[O:26])=[CH:23][CH:22]=1>CN(C)C=O>[O:9]=[C:8]1[N:7]([CH2:18][CH2:19][O:20][C:21]2[CH:28]=[CH:27][C:24]([CH:25]=[O:26])=[CH:23][CH:22]=2)[C:5]2[CH:6]=[CH:1][CH:2]=[CH:3][C:4]=2[O:10]1 |f:1.2.3|. Procedure details: Dissolve benzoxazolinone (0.024 mol) in dimethylformamide and add potassium carbonate (0.047 mol). Heat at reflux for 20 minutes and then add the compound obtained in Step A (0.021 mol). Stir magnetically at reflux for 80 minutes. Hydrolyse the reaction mixture in 150 ml of water, suction-filter off the resulting precipitate and recrystallise it from a 5/5 cyclohexane/toluene mixture.